This data is from the Open Reaction Database (ORD), a public repository of structured organic reaction records. The task is: describe an organic reaction: reactants, conditions, products, and yield Reactants: ClC1=C(OCC(=O)NC2=CC=C(C=C2)C)C(=CC=C1)F (2-(2′-chloro-6′-fluorophenoxy)-N-(4-methylphenyl)acetamide), C([O-])([O-])=O.[K+].[K+] (potassium carbonate), ClCC(=O)NC1=CC=C(C=C1)C (2-chloro-N-(4-methylphenyl)acetamide), ClC1=C(C(=CC=C1)F)O (2-chloro-6-fluorophenol), C[O-].[Na+] (sodium methylate), solvent. Solvent: CC(C)O (2-propanol), CO (methanol). Run at time 2 hour. The product is ClC1=C(C(=CC=C1)F)NC1=CC=C(C=C1)C ((2′-chloro-6′-fluorophenyl)-(4-methylphenyl)-amine). RXN SMILES: [Cl:1][C:2]1[CH:7]=[CH:6][CH:5]=[C:4]([F:8])[C:3]=1O.C(=O)([O-])[O-].[K+].[K+].ClCC([NH:20][C:21]1[CH:26]=[CH:25][C:24]([CH3:27])=[CH:23][CH:22]=1)=O.ClC1C=CC=C(F)C=1OCC(NC1C=CC(C)=CC=1)=O.C[O-].[Na+]>CC(O)C.CO>[Cl:1][C:2]1[CH:7]=[CH:6][CH:5]=[C:4]([F:8])[C:3]=1[NH:20][C:21]1[CH:26]=[CH:25][C:24]([CH3:27])=[CH:23][CH:22]=1 |f:1.2.3,6.7|. Procedure: 14.65 g (100 mmol) of 2-chloro-6-fluorophenol are dissolved in 50 ml of 2-propanol followed by the addition of 15.5 g (112 mmol) of potassium carbonate and 18.9 g (103 mmol) of 2-chloro-N-(4-methylphenyl)acetamide. The mixture is refluxed for 4 hours. At this time, the formation of 2-(2′-chloro-6′-fluorophenoxy)-N-(4-methylphenyl)acetamide is completed. 20 ml of sodium methylate solution 30% in methanol are slowly added. To maintain a temperature of at least 75° C., about 25 ml of solvent are di... Starting materials: C1(CCCCC1)N1CCC2(CCN(C2)CC2=CC=C(CN(CC=3NC=CN3)CC=3N(C=CN3)CC(=O)OCC)C=C2)CC1 (Ethyl (2-{[{4-[(8-cyclohexyl-2,8-diazaspiro[4.5]dec-2-yl)methyl]benzyl}(1H-imidazol-2-ylmethyl)amino]methyl}-1H-imidazol-1-yl)acetate), [OH-].[Na+] (sodium hydroxide), Cl (hydrochloric acid). Run in C(C)O (ethanol). Reaction conditions: time 30 minute. The product is C1(CCCCC1)N1CCC2(CCN(C2)CC2=CC=C(CN(CC=3NC=CN3)CC=3N(C=CN3)CC(=O)O)C=C2)CC1 ((2-{[{4-[(8-cyclohexyl-2,8-diazaspiro[4.5]dec-2-yl)methyl]benzyl}(1H-imidazol-2-ylmethyl)amino]methyl}-1H-imidazol-1-yl)acetic Acid). As a reaction SMILES: [CH:1]1([N:7]2[CH2:43][CH2:42][C:10]3([CH2:14][N:13]([CH2:15][C:16]4[CH:41]=[CH:40][C:19]([CH2:20][N:21]([CH2:28][C:29]5[N:30]([CH2:34][C:35]([O:37]CC)=[O:36])[CH:31]=[CH:32][N:33]=5)[CH2:22][C:23]5[NH:24][CH:25]=[CH:26][N:27]=5)=[CH:18][CH:17]=4)[CH2:12][CH2:11]3)[CH2:9][CH2:8]2)[CH2:6][CH2:5][CH2:4][CH2:3][CH2:2]1.[OH-].[Na+].Cl>C(O)C>[CH:1]1([N:7]2[CH2:43][CH2:42][C:10]3([CH2:14][N:13]([CH2:15][C:16]4[CH:41]=[CH:40][C:19]([CH2:20][N:21]([CH2:28][C:29]5[N:30]([CH2:34][C:35]([OH:37])=[O:36])[CH:31]=[CH:32][N:33]=5)[CH2:22][C:23]5[NH:24][CH:25]=[CH:26][N:27]=5)=[CH:18][CH:17]=4)[CH2:12][CH2:11]3)[CH2:9][CH2:8]2)[CH2:2][CH2:3][CH2:4][CH2:5][CH2:6]1 |f:1.2|. Procedure details: To an ethanol (7.6 mL) solution of the compound (50 mg) obtained in Example 8, an aqueous 2N-sodium hydroxide solution (1.0 mL) was added. The reaction solution was stirred at room temperature for 30 minutes. The reaction solution was neutralized with 2N-hydrochloric acid (1.0 mL) added thereto and the solvent was concentrated under reduced pressure. The residue was purified by silica gel column chromatography (dichloromethane:methanol=7:3) to obtain the title compound having the following physi... Reaction SMILES: [F:1][C:2]1[CH:7]=[CH:6][C:5]([CH:8]([N:19]2[CH:23]=[CH:22][N:21]=[CH:20]2)[C:9]2[CH:14]=[CH:13][C:12]([NH2:15])=[C:11]([N+:16]([O-])=O)[CH:10]=2)=[CH:4][CH:3]=1.S1C=CC=C1.[H][H]>CO.[Pt]>[F:1][C:2]1[CH:3]=[CH:4][C:5]([CH:8]([N:19]2[CH:23]=[CH:22][N:21]=[CH:20]2)[C:9]2[CH:10]=[C:11]([NH2:16])[C:12]([NH2:15])=[CH:13][CH:14]=2)=[CH:6][CH:7]=1. Run in CO (methanol), CO (methanol). The reactants are FC1=CC=C(C=C1)C(C1=CC(=C(C=C1)N)[N+](=O)[O-])N1C=NC=C1 (4-[(4-fluorophenyl)(1H-imidazol-1-yl)methyl]-2-nitrobenzenamine), S1C=CC=C1 (thiophene), [H][H] (hydrogen). Reagents/catalysts: [Pt] (platinum-on-charcoal). Product: FC1=CC=C(C=C1)C(C=1C=C(C(=CC1)N)N)N1C=NC=C1 (4-[(4-fluorophenyl)(1H-imidazol-1-yl)methyl]-1,2-benzenediamine). Procedure: A mixture of 6.24 parts of 4-[(4-fluorophenyl)(1H-imidazol-1-yl)methyl]-2-nitrobenzenamine, 1 part of a solution of thiophene in methanol 4% and 200 parts of methanol was hydrogenated at normal pressure and at room temperature with 2 parts of platinum-on-charcoal catalyst 5%. After the calculated amount of hydrogen was taken up, the catalyst was filtered off and the filtrate was evaporated, yielding 5.6 parts of 4-[(4-fluorophenyl)(1H-imidazol-1-yl)methyl]-1,2-benzenediamine as a residue (int. 5... The reactants are [Br-], O=C(O)CCCCCCC[P+](c1ccccc1)(c1ccccc1)c1ccccc1, CC(C)(C)[O-], Cc1cc(C=O)ccc1F, [K+], c1ccccc1. Product: Cc1cc(C=CCCCCCC(=O)O)ccc1F. Reaction SMILES: [Br-:1].[C:2](=[O:3])([OH:4])[CH2:5][CH2:6][CH2:7][CH2:8][CH2:9][CH2:10][CH2:11][P+:12]([c:13]1[cH:14][cH:15][cH:16][cH:17][cH:18]1)([c:19]1[cH:20][cH:21][cH:22][cH:23][cH:24]1)[c:25]1[cH:26][cH:27][cH:28][cH:29][cH:30]1.[CH3:31][C:32]([CH3:33])([O-:34])[CH3:35].[F:37][c:38]1[c:39]([CH3:46])[cH:40][c:41]([CH:42]=[O:43])[cH:44][cH:45]1.[K+:36].[cH:47]1[cH:48][cH:49][cH:50][cH:51][cH:52]1>>[C:2](=[O:3])([OH:4])[CH2:5][CH2:6][CH2:7][CH2:8][CH2:9][CH:10]=[CH:42][c:41]1[cH:40][c:39]([CH3:46])[c:38]([F:37])[cH:45][cH:44]1. Starting materials: N([C@@H](CCCCNS(=O)(=O)C1=C(C)C=C(OC)C(C)=C1C)C(=O)O)C(=O)OCC1C2=CC=CC=C2C2=CC=CC=C12 (Fmoc-Lys(Mtr)), C(C)NCC (diethylamine). Run in C(Cl)Cl.C(C)#N (methylene chloride acetonitrile). The product is N[C@@H](CCCCNS(=O)(=O)C1=C(C)C=C(OC)C(C)=C1C)C(=O)O (Lys(Mtr)). Reaction SMILES: [NH:1](C(OCC1C2C(=CC=CC=2)C2C1=CC=CC=2)=O)[C@H:2]([C:22]([OH:24])=[O:23])[CH2:3][CH2:4][CH2:5][CH2:6][NH:7][S:8]([C:11]1[C:20]([CH3:21])=[C:18]([CH3:19])[C:15]([O:16][CH3:17])=[CH:14][C:12]=1[CH3:13])(=[O:10])=[O:9].C(NCC)C>C(Cl)Cl.C(#N)C>[NH2:1][C@H:2]([C:22]([OH:24])=[O:23])[CH2:3][CH2:4][CH2:5][CH2:6][NH:7][S:8]([C:11]1[C:20]([CH3:21])=[C:18]([CH3:19])[C:15]([O:16][CH3:17])=[CH:14][C:12]=1[CH3:13])(=[O:10])=[O:9] |f:2.3|. Reported procedure: Fmoc-Lys(Mtr) 1 (5.25 g, 8.19 mmol) in 1:1 methylene chloride/acetonitrile (80 mL) at rt was treated with diethylamine (80 mL). After 1.5 h the solvents were evaporated. The residue was flushed with acetonitrile (2×50 mL) at 60° C., and then triturated with ether (80 mL). The resulting solid was collected by filtration, washed with ether, and then dissolved as far as possible in 1:1 methylene chloride/methanol. Some solid byproduct was removed by filtration and the filtrate was concentrated inva... Reactants: Cl.Cl.Cl.FC1=C(CN2N=C(C=3C2=NC=CC3)C3=NC(=C(C(=N3)N)N)N)C=CC=C1 (2-[1-(2-Fluorobenzyl)-1H-pyrazolo[3,4-b]pyridin-3-yl]-4,5,6-pyrimidinetriamine trihydrochloride), ClC(=O)OC (methyl chloroformate). Solvent: N1=CC=CC=C1 (pyridine). Conditions: temperature 0 celsius, time 2 hour. Product: NC1=NC(=NC(=C1NC(OC)=O)N)C1=NN(C2=NC=CC=C21)CC2=C(C=CC=C2)F (Methyl 4,6-diamino-2-[1-(2-fluorobenzyl)-1H-pyrazolo[3,4-b]pyridin-3-yl]-5-pyrimidinylcarbamate). As a reaction SMILES: Cl.Cl.Cl.[F:4][C:5]1[CH:29]=[CH:28][CH:27]=[CH:26][C:6]=1[CH2:7][N:8]1[C:12]2=[N:13][CH:14]=[CH:15][CH:16]=[C:11]2[C:10]([C:17]2[N:22]=[C:21]([NH2:23])[C:20]([NH2:24])=[C:19]([NH2:25])[N:18]=2)=[N:9]1.Cl[C:31]([O:33][CH3:34])=[O:32]>N1C=CC=CC=1>[NH2:25][C:19]1[C:20]([NH:24][C:31](=[O:32])[O:33][CH3:34])=[C:21]([NH2:23])[N:22]=[C:17]([C:10]2[C:11]3[C:12](=[N:13][CH:14]=[CH:15][CH:16]=3)[N:8]([CH2:7][C:6]3[CH:26]=[CH:27][CH:28]=[CH:29][C:5]=3[F:4])[N:9]=2)[N:18]=1 |f:0.1.2.3|. Reported procedure: 30.5 g (87.0 mmol) of 2-[1-(2-fluorobenzyl)-1H-pyrazolo[3,4-b]pyridin-3-yl]-4,5,6-pyrimidinetriamine trihydrochloride from Example 8A are dissolved in 30 ml of pyridine. The resulting solution is cooled to 0° C. 8.22 g (87.0 mmol) of methyl chloroformate are added, and the mixture is stirred at 0° C. for a further 2 hours. It is subsequently allowed to warm to room temperature and is stirred for a further 12 hours. After concentration in vacuo, the residue is washed with water and dried. Further... Reactants: [Br-], O=C(O)CCCCC[P+](c1ccccc1)(c1ccccc1)c1ccccc1, O, O=Cc1cn(-c2cccnc2)c2ccccc12. Yields the product O=C(O)CCCCC=Cc1cn(-c2cccnc2)c2ccccc12. Reaction SMILES: [Br-:1].[C:2](=[O:3])([OH:4])[CH2:5][CH2:6][CH2:7][CH2:8][CH2:9][P+:10]([c:11]1[cH:12][cH:13][cH:14][cH:15][cH:16]1)([c:17]1[cH:18][cH:19][cH:20][cH:21][cH:22]1)[c:23]1[cH:24][cH:25][cH:26][cH:27][cH:28]1.[OH2:46].[n:29]1[cH:30][c:31](-[n:35]2[cH:36][c:37]([CH:44]=[O:45])[c:38]3[cH:39][cH:40][cH:41][cH:42][c:43]23)[cH:32][cH:33][cH:34]1>>[C:2](=[O:3])([OH:4])[CH2:5][CH2:6][CH2:7][CH2:8][CH:9]=[CH:44][c:37]1[cH:36][n:35](-[c:31]2[cH:30][n:29][cH:34][cH:33][cH:32]2)[c:43]2[c:38]1[cH:39][cH:40][cH:41][cH:42]2. Starting materials: [Li]CCCC (n-BuLi), ClC1=C(C=CC(=C1)Cl)C (2,4-dichlorotoluene), CON(C(C1=CC=C(C=C1)Cl)=O)C (N-methoxy-N-methyl-4-chlorobenzamide). Solvent: C1CCOC1 (THF), C1CCOC1 (THF). Reaction conditions: time 1 hour. Product: ClC1=CC=C(C(=O)C=2C(=C(C=CC2Cl)C)Cl)C=C1 (3-(4-chlorobenzoyl)-2,4-dichlorotoluene). Yield: 55.1%. RXN SMILES: [Li]CCCC.[Cl:6][C:7]1[CH:12]=[C:11]([Cl:13])[CH:10]=[CH:9][C:8]=1[CH3:14].CON(C)[C:18](=[O:26])[C:19]1[CH:24]=[CH:23][C:22]([Cl:25])=[CH:21][CH:20]=1>C1COCC1>[Cl:25][C:22]1[CH:23]=[CH:24][C:19]([C:18]([C:12]2[C:7]([Cl:6])=[C:8]([CH3:14])[CH:9]=[CH:10][C:11]=2[Cl:13])=[O:26])=[CH:20][CH:21]=1. Procedure: n-BuLi (1.6M, 76 ml) was added dropwise to a solution of 2,4-dichlorotoluene (16.7 ml, 121 mmol) in dry THF (125 ml) at -78° C. under a nitrogen atmosphere. After 1 h a solution of N-methoxy-N-methyl-4-chlorobenzamide (24.26 g, 1 eq.) in dry THF (50 ml) was added slowly to the reaction mixture and the stirring was continued for an additional 1 h. The reaction was then quenched with 1M NH4Cl, and allowed to room temperature. The solvent was removed in vacuo and the resulting mixture was diluted w... The reactants are [Br-].BrCCC[P+](C1=CC=CC=C1)(C1=CC=CC=C1)C1=CC=CC=C1 ((3-bromopropyl)(triphenyl)phosphonium bromide), N (ammonia), CO (methanol). Reaction conditions: temperature 85 celsius. Yields the product Br.[Br-].NCCC[P+](C1=CC=CC=C1)(C1=CC=CC=C1)C1=CC=CC=C1 ((3-aminopropyl)(triphenyl)phosphonium bromide hydrobromide). Isolated yield 41.0%. RXN SMILES: [Br-:1].[Br:2][CH2:3][CH2:4][CH2:5][P+:6]([C:19]1[CH:24]=[CH:23][CH:22]=[CH:21][CH:20]=1)([C:13]1[CH:18]=[CH:17][CH:16]=[CH:15][CH:14]=1)[C:7]1[CH:12]=[CH:11][CH:10]=[CH:9][CH:8]=1.[NH3:25].CO>>[BrH:2].[Br-:1].[NH2:25][CH2:3][CH2:4][CH2:5][P+:6]([C:19]1[CH:24]=[CH:23][CH:22]=[CH:21][CH:20]=1)([C:13]1[CH:18]=[CH:17][CH:16]=[CH:15][CH:14]=1)[C:7]1[CH:12]=[CH:11][CH:10]=[CH:9][CH:8]=1 |f:0.1,4.5.6|. Procedure details: (3-bromopropyl)(triphenyl)phosphonium bromide (4.9 g, 10.0 mmol) was treated with 7 M ammonia in methanol (97 mL, 680 mmol) in a sealed tube. The mixture was heated at 85° C. for 4 hours and cooled to room temperature. The volatiles were removed, and the resultant semi-solid was purified on a silica gel column eluting with first with 20% methanol in methylene chloride followed by 25% 1 M ammonia in methanol and methylene chloride to give the title compound (2.07 g) in a 41% yield.